This data is from the Open Reaction Database (ORD), a public repository of structured organic reaction records. The task is: describe an organic reaction: reactants, conditions, products, and yield Reactants: COC(CC(C)=O)=O (3-oxo-butyric acid methyl ester), R3—(CH2)m—NH2, N1(CCCCC1)N (piperidine-1-ylamine), BrCC(=O)C1=C(C=C(C(=C1)Cl)C)OC (2-bromo-1-(5-chloro-2-methoxy-4-methyl-phenyl)-ethanone), O1C(COCC1)CN (rac-1,4-dioxane-2-methanamine). Yields the product N1(CCCCC1)NC(=O)C1=C(N(C(=C1)C1=C(C=C(C(=C1)Cl)C)OC)CC1OCCOC1)C (Rac-5-(5-Chloro-2-methoxy-4-methyl-phenyl)-1-[1,4]dioxan-2-ylmethyl-2-methyl-1H-pyrrole-3-carboxylic acid piperidin-1-ylamide). RXN SMILES: CO[C:3](=[O:8])[CH2:4][C:5](=O)[CH3:6].Br[CH2:10][C:11]([C:13]1[CH:18]=[C:17]([Cl:19])[C:16]([CH3:20])=[CH:15][C:14]=1[O:21][CH3:22])=O.[O:23]1[CH2:28][CH2:27][O:26][CH2:25][CH:24]1[CH2:29][NH2:30].[N:31]1([NH2:37])[CH2:36][CH2:35][CH2:34][CH2:33][CH2:32]1>>[N:31]1([NH:37][C:3]([C:4]2[CH:10]=[C:11]([C:13]3[CH:18]=[C:17]([Cl:19])[C:16]([CH3:20])=[CH:15][C:14]=3[O:21][CH3:22])[N:30]([CH2:29][CH:24]3[CH2:25][O:26][CH2:27][CH2:28][O:23]3)[C:5]=2[CH3:6])=[O:8])[CH2:36][CH2:35][CH2:34][CH2:33][CH2:32]1. Procedure details: The title compound was synthesized in analogy to Example 7, using 3-oxo-butyric acid methyl ester as compound of formula R, 2-bromo-1-(5-chloro-2-methoxy-4-methyl-phenyl)-ethanone (purchased from Oakwood) as compound of formula S, rac-1,4-dioxane-2-methanamine as R3—(CH2)m—NH2 and piperidine-1-ylamine as R1R2NH, MS (ISP) 462.2 (M+H)+. Reactants: ClCCl, CCCCCC(C)C(C)c1cc(O)c2c(c1)OC(C)(C)C1=C2CN(C)CC1, C(=NC1CCCCC1)=NC1CCCCC1, Cl, O=C(O)CCCN1CCOCC1. The product is CCCCCC(C)C(C)c1cc(OC(=O)CCCN2CCOCC2)c2c(c1)OC(C)(C)C1=C2CN(C)CC1, Cl. As a reaction SMILES: [CH2:56]([Cl:57])[Cl:58].[CH3:1][C:2]1([CH3:27])[O:3][c:4]2[c:5]([c:6]([OH:19])[cH:7][c:8]([CH:10]([CH3:11])[CH:12]([CH2:13][CH2:14][CH2:15][CH2:16][CH3:17])[CH3:18])[cH:9]2)[C:20]2=[C:21]1[CH2:22][CH2:23][N:24]([CH3:26])[CH2:25]2.[CH:41]1([N:42]=[C:43]=[N:44][CH:45]2[CH2:46][CH2:47][CH2:48][CH2:49][CH2:50]2)[CH2:51][CH2:52][CH2:53][CH2:54][CH2:55]1.[ClH:28].[O:29]1[CH2:30][CH2:31][N:32]([CH2:35][CH2:36][CH2:37][C:38](=[O:39])[OH:40])[CH2:33][CH2:34]1>>[CH3:1][C:2]1([CH3:27])[O:3][c:4]2[c:5]([c:6]([O:19][C:38]([CH2:37][CH2:36][CH2:35][N:32]3[CH2:31][CH2:30][O:29][CH2:34][CH2:33]3)=[O:39])[cH:7][c:8]([CH:10]([CH3:11])[CH:12]([CH2:13][CH2:14][CH2:15][CH2:16][CH3:17])[CH3:18])[cH:9]2)[C:20]2=[C:21]1[CH2:22][CH2:23][N:24]([CH3:26])[CH2:25]2.[ClH:28]. Starting materials: ClC1=C(C=CC=C1C(F)(F)F)CNC([C@H]1N(C(CC1)=O)CC(C)(C)C)=O (N-{[2-chloro-3-(trifluoromethyl)phenyl]methyl}-1-(2,2-dimethylpropyl)-5-oxoprolinamide), O=C1CC[C@H](N1CC1=CC=CC=C1)C(=O)O (5-oxo-1-(phenylmethyl)proline). The product is ClC1=C(C=CC=C1C(F)(F)F)CNC([C@@H]1N(C(CC1)=O)CC1=CC=CC=C1)=O (N-{[2-chloro-3-(trifluoromethyl)phenyl]methyl}-5-oxo-1-(phenylmethyl)-D-prolinamide). RXN SMILES: [Cl:1][C:2]1[C:7]([C:8]([F:11])([F:10])[F:9])=[CH:6][CH:5]=[CH:4][C:3]=1[CH2:12][NH:13][C:14](=[O:26])[C@@H:15]1[CH2:19][CH2:18][C:17](=[O:20])[N:16]1[CH2:21][C:22](C)([CH3:24])[CH3:23].O=[C:28]1N(CC2C=CC=CC=2)[C@H](C(O)=O)[CH2:30][CH2:29]1>>[Cl:1][C:2]1[C:7]([C:8]([F:11])([F:9])[F:10])=[CH:6][CH:5]=[CH:4][C:3]=1[CH2:12][NH:13][C:14](=[O:26])[C@H:15]1[CH2:19][CH2:18][C:17](=[O:20])[N:16]1[CH2:21][C:22]1[CH:23]=[CH:30][CH:29]=[CH:28][CH:24]=1. Procedure: N-{[2-chloro-3-(trifluoromethyl)phenyl]methyl}-5-oxo-1-(phenylmethyl)-D-prolinamide was prepared in an analogous manner to that described for the synthesis of N-{[2-chloro-3-(trifluoromethyl)phenyl]methyl}-1-(2,2-dimethylpropyl)-5-oxoprolinamide (example 100) above but using 5-oxo-1-(phenylmethyl)proline in the place of 1-(2,2-dimethylpropyl)-5-oxoproline. Reactants: C(C)(C)(C)OC(=O)N1CCN(CC1)C1=CC=C(C=C1)N1CCC(CC1)C1=CC=CC=C1 (4-[4-(4-phenylpiperidin-1-yl)phenyl]piperazine-1-carboxylic acid tert-butyl ester), Cl.O1CCOCC1 (HCl 1,4-dioxane). Run in O1CCOCC1 (1,4-dioxane). Reaction conditions: time 110 minute. Yields the product Cl.Cl.Cl.C1(=CC=CC=C1)C1CCN(CC1)C1=CC=C(C=C1)N1CCNCC1 (1-[4-(4-phenylpiperidin-1-yl)phenyl]piperazine trihydrochloride salt). RXN SMILES: C(OC([N:8]1[CH2:13][CH2:12][N:11]([C:14]2[CH:19]=[CH:18][C:17]([N:20]3[CH2:25][CH2:24][CH:23]([C:26]4[CH:31]=[CH:30][CH:29]=[CH:28][CH:27]=4)[CH2:22][CH2:21]3)=[CH:16][CH:15]=2)[CH2:10][CH2:9]1)=O)(C)(C)C.[ClH:32].O1CCOCC1>O1CCOCC1>[ClH:32].[ClH:32].[ClH:32].[C:26]1([CH:23]2[CH2:22][CH2:21][N:20]([C:17]3[CH:18]=[CH:19][C:14]([N:11]4[CH2:12][CH2:13][NH:8][CH2:9][CH2:10]4)=[CH:15][CH:16]=3)[CH2:25][CH2:24]2)[CH:31]=[CH:30][CH:29]=[CH:28][CH:27]=1 |f:1.2,4.5.6.7|. Reported procedure: To a solution of 4-[4-(4-phenylpiperidin-1-yl)phenyl]piperazine-1-carboxylic acid tert-butyl ester (2.45 g) in 1,4-dioxane (62 ml) was added dropwise 4N-HCl/1,4-dioxane (58 ml) at ambient temperature. The reaction mixture was stirred for 110 minutes at ambient temperature, and stirred for 2 hours at 80° C. The precipitate was filtered and dried to give 1-[4-(4-phenylpiperidin-1-yl)phenyl]piperazine trihydrochloride salt (2.07 g). Starting materials: NN1CCN(CC1)C (1-amino-4-methylpiperazine), CC1=C(C2=C3C4=C1O[C@@](C4=O)(O/C=C/[C@@H]([C@H]([C@H]([C@@H]([C@@H]([C@@H]([C@H]([C@H](/C=C/C=C(\C(=O)NC(=CC3=O)C2=O)/C)C)O)C)O)C)OC(=O)C)C)OC)C)O (Rifamycin S), CC1=C(C2=C3C(=CC(=C2O)NC(=O)/C(=C\C=C\[C@@H]([C@@H]([C@H]([C@H]([C@H]([C@@H]([C@@H]([C@H](/C=C/O[C@@]4(C(=O)C3=C1O4)C)OC)C)OC(=O)C)C)O)C)O)C)/C)O)O (rifamycin), C=O (paraformaldehyde), CN1CN(CN(C1)C)C (1,3,5-trimethyl-hexahydro-1,3,5-triazine). Run in CN(C=O)C (dimethylformamide), C(C)(=O)O (acetic acid). Conditions: time 3 hour. The product is CC1=C(C2=C3C4=C1O[C@@](C4=O)(O/C=C/[C@@H]([C@H]([C@H]([C@@H]([C@@H]([C@@H]([C@H]([C@H](/C=C/C=C(\C(=O)NC(=C2O)C(=C3O)/C=N/N5CCN(CC5)C)/C)C)O)C)O)C)OC(=O)C)C)OC)C)O (rifampicin). RXN SMILES: [CH3:1][C:2]1[C:7]2[O:8][C@:9]3([CH3:49])[O:12][CH:13]=[CH:14][C@H:15]([O:47][CH3:48])[C@@H:16]([CH3:46])[C@@H:17]([O:42][C:43]([CH3:45])=[O:44])[C@H:18]([CH3:41])[C@H:19]([OH:40])[C@H:20]([CH3:39])[C@@H:21]([OH:38])[C@@H:22]([CH3:37])[CH:23]=[CH:24][CH:25]=[C:26]([CH3:36])[C:27]([NH:29][C:30]4[C:34](=[O:35])[C:4](=[C:5]([C:32](=[O:33])[CH:31]=4)[C:6]=2[C:10]3=[O:11])[C:3]=1[OH:50])=[O:28].C=O.[CH3:53]N1CN(C)CN(C)C1.CC1C2O[C@@]3(C)C(C=2C2C(O)=CC(NC(C(C)=CC=C[C@H](C)[C@H](O)[C@@H](C)[C@@H](O)[C@@H](C)[C@H](OC(C)=O)[C@H](C)[C@@H](OC)C=CO3)=O)=C(O)C=2C=1O)=O.[NH2:112][N:113]1[CH2:118][CH2:117][N:116]([CH3:119])[CH2:115][CH2:114]1>C(O)(=O)C.CN(C)C=O>[CH3:1][C:2]1[C:7]2[O:8][C@:9]3([CH3:49])[O:12][CH:13]=[CH:14][C@H:15]([O:47][CH3:48])[C@@H:16]([CH3:46])[C@@H:17]([O:42][C:43]([CH3:45])=[O:44])[C@H:18]([CH3:41])[C@H:19]([OH:40])[C@H:20]([CH3:39])[C@@H:21]([OH:38])[C@@H:22]([CH3:37])[CH:23]=[CH:24][CH:25]=[C:26]([CH3:36])[C:27]([NH:29][C:30]4[C:31](/[CH:53]=[N:112]/[N:113]5[CH2:118][CH2:117][N:116]([CH3:119])[CH2:115][CH2:114]5)=[C:32]([OH:33])[C:5]([C:6]=2[C:10]3=[O:11])=[C:4]([C:34]=4[OH:35])[C:3]=1[OH:50])=[O:28]. Reported procedure: 7 g. Rifamycin S are dissolved in 25 ml. dimethylformamide, then, while stirring, there are successively added 2.4 g. acetic acid, 0.6 g. paraformaldehyde and 0.85 g. 1,3,5-trimethyl-hexahydro-1,3,5-triazine. The mixture is then kept at 50° C. for 3 hours until the reaction is completed, with the formation of 3-methyl-1,3-oxazino (5,6-c) rifamycin (thin layer chromatography on silica gel 60 F254 - Merck: blue spot at Rf 0.19, eluent chloroform:methanol 9:1 v/v). 3.1 g. 1-amino-4-methylpiperazine... The reactants are CC(C)(C)OC(=O)N(N(C(=O)OC(C)(C)C)C1=NC(=NC(=C1F)N(C)CC=1OC=CC1)Cl)C(=O)OC(C)(C)C (Tris(1,1-dimethylethyl)2-{2-chloro-5-fluoro-6-[(2-furanylmethyl)(methyl)amino]-4-pyrimidinyl}-1,1,2-hydrazinetricarboxylate). Solvent: CO (MeOH), Cl (HCl). Conditions: time 5 hour. Yields the product ClC1=NC(=C(C(=N1)N(C)CC=1OC=CC1)F)NN (2-chloro-5-fluoro-N-(2-furanylmethyl)-6-hydrazino-N-methyl-4-pyrimidinamine). Yield: 25.2%. As a reaction SMILES: CC(OC([N:8](C(OC(C)(C)C)=O)[N:9]([C:17]1[C:22]([F:23])=[C:21]([N:24]([CH2:26][C:27]2[O:28][CH:29]=[CH:30][CH:31]=2)[CH3:25])[N:20]=[C:19]([Cl:32])[N:18]=1)C(OC(C)(C)C)=O)=O)(C)C>CO.Cl>[Cl:32][C:19]1[N:20]=[C:21]([N:24]([CH2:26][C:27]2[O:28][CH:29]=[CH:30][CH:31]=2)[CH3:25])[C:22]([F:23])=[C:17]([NH:9][NH2:8])[N:18]=1. Procedure details: Tris(1,1-dimethylethyl)2-{2-chloro-5-fluoro-6-[(2-furanylmethyl)(methyl)amino]-4-pyrimidinyl}-1,1,2-hydrazinetricarboxylate (7.1439 g, 12.51 mmol) was dissolved in MeOH (65 mL) and HCl (4M in 1,4-dioxane) (65 mL). The reaction mixture was left to stir 5 hours, evaporated and purified by RP-HPLC to provide 2-chloro-5-fluoro-N-(2-furanylmethyl)-6-hydrazino-N-methyl-4-pyrimidinamine as an orange solid (0.8561 g). LCMS: (M+H)+=272.1.